This data is from the Open Reaction Database (ORD), a public repository of structured organic reaction records. The task is: describe an organic reaction: reactants, conditions, products, and yield Starting materials: NC1=C(C(=O)NC2=NN(C=C2)C2=CC(=CC=C2)C(F)(F)F)C=C(C=C1)N1CCCCC1 (2-amino-5-(piperidin-1-yl)-N-(1-(3-(trifluoromethyl)phenyl)-1H-pyrazol-3-yl)benzamide), C(C)N(CCN(C)CC1=CC=C(C(=O)O)C=C1)CC (4-(((2-(diethylamino)ethyl)(methyl)amino)methyl)benzoic acid), CCN=C=NCCCN(C)C.Cl (EDC.HCl). Reagents/catalysts: CN(C1=CC=NC=C1)C (4-dimethylaminopyridine). Solvent: ClCCl (dichloromethane). Reaction conditions: temperature 30 celsius, time 8 hour. Yields the product C(C)N(CCN(C)CC1=CC=C(C(=O)NC2=C(C(=O)NC3=NN(C=C3)C3=CC(=CC=C3)C(F)(F)F)C=C(C=C2)N2CCCCC2)C=C1)CC (2-(4-(((2-(diethylamino)ethyl)(methyl)amino)methyl)benzamido)-5-(piperidin-1-yl)-N-(1-(3-(trifluoromethyl)phenyl)-1H-pyrazol-3-yl)benzamide). Isolated yield 37.2%. As a reaction SMILES: [NH2:1][C:2]1[CH:25]=[CH:24][C:23]([N:26]2[CH2:31][CH2:30][CH2:29][CH2:28][CH2:27]2)=[CH:22][C:3]=1[C:4]([NH:6][C:7]1[CH:11]=[CH:10][N:9]([C:12]2[CH:17]=[CH:16][CH:15]=[C:14]([C:18]([F:21])([F:20])[F:19])[CH:13]=2)[N:8]=1)=[O:5].[CH2:32]([N:34]([CH2:49][CH3:50])[CH2:35][CH2:36][N:37]([CH2:39][C:40]1[CH:48]=[CH:47][C:43]([C:44](O)=[O:45])=[CH:42][CH:41]=1)[CH3:38])[CH3:33].CCN=C=NCCCN(C)C.Cl>ClCCl.CN(C)C1C=CN=CC=1>[CH2:49]([N:34]([CH2:32][CH3:33])[CH2:35][CH2:36][N:37]([CH2:39][C:40]1[CH:41]=[CH:42][C:43]([C:44]([NH:1][C:2]2[CH:25]=[CH:24][C:23]([N:26]3[CH2:31][CH2:30][CH2:29][CH2:28][CH2:27]3)=[CH:22][C:3]=2[C:4]([NH:6][C:7]2[CH:11]=[CH:10][N:9]([C:12]3[CH:17]=[CH:16][CH:15]=[C:14]([C:18]([F:20])([F:21])[F:19])[CH:13]=3)[N:8]=2)=[O:5])=[O:45])=[CH:47][CH:48]=1)[CH3:38])[CH3:50] |f:2.3|. Reported procedure: Into a 5-mL vial, was placed a solution of 2-amino-5-(piperidin-1-yl)-N-(1-(3-(trifluoromethyl)phenyl)-1H-pyrazol-3-yl)benzamide 8d (100 mg, 0.23 mmol, 1.00 equiv) in dichloromethane (5 mL), 4-(((2-(diethylamino)ethyl)(methyl)amino)methyl)benzoic acid (74 mg, 0.28 mmol, 1.20 equiv), EDC.HCl (90 mg, 0.47 mmol, 2.00 equiv), and 4-dimethylaminopyridine (43 mg, 0.35 mmol, 1.50 equiv). The resulting solution was stirred overnight at 30° C. in an oil bath. The reaction progress was monitored by LCMS. ... Starting materials: COc1cc(Br)cc(CO)c1, [C-]#N, [C-]#N, CN(C)C=O, CCOCC, [Zn+2], c1ccc(P(c2ccccc2)(c2ccccc2)[Pd](P(c2ccccc2)(c2ccccc2)c2ccccc2)(P(c2ccccc2)(c2ccccc2)c2ccccc2)P(c2ccccc2)(c2ccccc2)c2ccccc2)cc1. Yields the product COc1cc(C#N)cc(CO)c1. RXN SMILES: [Br:1][c:2]1[cH:3][c:4]([CH2:10][OH:11])[cH:5][c:6]([O:8][CH3:9])[cH:7]1.[C-:22]#[N:23].[C-:25]#[N:26].[CH3:12][N:13]([CH3:14])[CH:15]=[O:16].[CH3:17][CH2:18][O:19][CH2:20][CH3:21].[Zn+2:24].[cH:27]1[cH:28][cH:29][c:30]([P:31]([Pd:32]([P:33]([c:34]2[cH:35][cH:36][cH:37][cH:38][cH:39]2)([c:40]2[cH:41][cH:42][cH:43][cH:44][cH:45]2)[c:46]2[cH:47][cH:48][cH:49][cH:50][cH:51]2)([P:52]([c:53]2[cH:54][cH:55][cH:56][cH:57][cH:58]2)([c:59]2[cH:60][cH:61][cH:62][cH:63][cH:64]2)[c:65]2[cH:66][cH:67][cH:68][cH:69][cH:70]2)[P:71]([c:72]2[cH:73][cH:74][cH:75][cH:76][cH:77]2)([c:78]2[cH:79][cH:80][cH:81][cH:82][cH:83]2)[c:84]2[cH:85][cH:86][cH:87][cH:88][cH:89]2)([c:90]2[cH:91][cH:92][cH:93][cH:94][cH:95]2)[c:96]2[cH:97][cH:98][cH:99][cH:100][cH:101]2)[cH:102][cH:103]1>>[c:2]1([C:12]#[N:13])[cH:3][c:4]([CH2:10][OH:11])[cH:5][c:6]([O:8][CH3:9])[cH:7]1. The reactants are O=C1N(C2=CC=CC=C2CC1)CC(=O)O (2-(2-oxo-3,4-dihydroquinolin-1(2H)-yl)acetic acid), NC=1SC=C(C1C(=O)OC)C (methyl 2-amino-4-methylthiophene-3-carboxylate). Product: CC=1C(=C(SC1)NC(CN1C(CCC2=CC=CC=C12)=O)=O)C(=O)OC (Methyl 4-methyl-2-(2-(2-oxo-3,4-dihydroquinolin-1(2H)-yl)acetamido)thiophene-3-carboxylate). RXN SMILES: [O:1]=[C:2]1[CH2:11][CH2:10][C:9]2[C:4](=[CH:5][CH:6]=[CH:7][CH:8]=2)[N:3]1[CH2:12][C:13]([OH:15])=O.[NH2:16][C:17]1[S:18][CH:19]=[C:20]([CH3:26])[C:21]=1[C:22]([O:24][CH3:25])=[O:23]>>[CH3:26][C:20]1[C:21]([C:22]([O:24][CH3:25])=[O:23])=[C:17]([NH:16][C:13](=[O:15])[CH2:12][N:3]2[C:4]3[C:9](=[CH:8][CH:7]=[CH:6][CH:5]=3)[CH2:10][CH2:11][C:2]2=[O:1])[S:18][CH:19]=1. Reported procedure: The title compound was prepared from 2-(2-oxo-3,4-dihydroquinolin-1(2H)-yl)acetic acid (0.43 g, 2.09 mmol) and methyl 2-amino-4-methylthiophene-3-carboxylate (0.358 g, 2.09 mmol) according to protocol B. Retention time (min)=6.895, method [7], MS(ESI) 359.1 (M+H). Reactants: FC=1C=C(C=C(C1)F)CC(=O)O (3,5-difluorophenylacetic acid), N[C@@H](C)C(=O)C1(C(N(C2=C(C(=N1)C1CCCCC1)C=CC=C2)C)=O)N (3-(L-alaninyl)-amino-5-cyclohexyl-2,3-dihydro-1-methyl-1H-1,4-benzodiazepin-2-one). Product: FC=1C=C(C=C(C1)F)CC(=O)N[C@@H](C)C(=O)C1(C(N(C2=C(C(=N1)C1CCCCC1)C=CC=C2)C)=O)N (3[N′-(3,5-Difluorophenylacetyl)-L-alaninyl]-amino-5-cyclohexyl-2,3-dihydro-1-methyl-1H-1,4-benzodiazepin-2-one). As a reaction SMILES: [F:1][C:2]1[CH:3]=[C:4]([CH2:9][C:10]([OH:12])=O)[CH:5]=[C:6]([F:8])[CH:7]=1.[NH2:13][C@H:14]([C:16]([C:18]1([NH2:37])[N:24]=[C:23]([CH:25]2[CH2:30][CH2:29][CH2:28][CH2:27][CH2:26]2)[C:22]2[CH:31]=[CH:32][CH:33]=[CH:34][C:21]=2[N:20]([CH3:35])[C:19]1=[O:36])=[O:17])[CH3:15]>>[F:8][C:6]1[CH:5]=[C:4]([CH2:9][C:10]([NH:13][C@H:14]([C:16]([C:18]2([NH2:37])[N:24]=[C:23]([CH:25]3[CH2:30][CH2:29][CH2:28][CH2:27][CH2:26]3)[C:22]3[CH:31]=[CH:32][CH:33]=[CH:34][C:21]=3[N:20]([CH3:35])[C:19]2=[O:36])=[O:17])[CH3:15])=[O:12])[CH:3]=[C:2]([F:1])[CH:7]=1. Procedure details: Following General Procedure D above using 3,5-difluorophenylacetic acid (Oakwood Products, Inc.) and 3-(L-alaninyl)-amino-5-cyclohexyl-2,3-dihydro-1-methyl-1H-1,4-benzodiazepin-2-one (Example 8-G), the title compound was prepared as a white solid. Starting materials: acetal, C(C)OC(CN(C1=CC(=C(C(=C1)OC)OC)OC)C(=O)OCC1=CC=CC=C1)OCC (N-benzyloxycarbonyl-3,4,5-trimethoxyanilinoacetaldehyde diethyl acetal), Cl.OC=1C=C(CCN)C=CC1O (3,4-dihydroxyphenethylamine hydrochloride), C(CCC)O (n-butyl alcohol). Solvent: O (water). The product is Cl.C(C1=CC=CC=C1)OC(=O)N(C1=CC(=C(C(=C1)OC)OC)OC)CC1NCCC2=CC(=C(C=C12)O)O (1-(N-benzyloxycarbonyl-3,4,5-trimethoxyanilinomethyl)-6,7-dihydroxy,1,2,3,4-tetrahydroisoquinoline hydrochloride). Isolated yield 70.1%. Reaction SMILES: C(O[CH:4](OCC)[CH2:5][N:6]([C:19]([O:21][CH2:22][C:23]1[CH:28]=[CH:27][CH:26]=[CH:25][CH:24]=1)=[O:20])[C:7]1[CH:12]=[C:11]([O:13][CH3:14])[C:10]([O:15][CH3:16])=[C:9]([O:17][CH3:18])[CH:8]=1)C.[ClH:32].[OH:33][C:34]1[CH:35]=[C:36]([CH:40]=[CH:41][C:42]=1[OH:43])[CH2:37][CH2:38][NH2:39].C(O)CCC>O>[ClH:32].[CH2:22]([O:21][C:19]([N:6]([CH2:5][CH:4]1[C:40]2[C:36](=[CH:35][C:34]([OH:33])=[C:42]([OH:43])[CH:41]=2)[CH2:37][CH2:38][NH:39]1)[C:7]1[CH:8]=[C:9]([O:17][CH3:18])[C:10]([O:15][CH3:16])=[C:11]([O:13][CH3:14])[CH:12]=1)=[O:20])[C:23]1[CH:28]=[CH:27][CH:26]=[CH:25][CH:24]=1 |f:1.2,5.6|. Procedure details: N-benzyloxycarbonyl-3,4,5-trimethoxyanilinoacetaldehyde diethyl acetal (21 g) and 3,4-dihydroxyphenethylamine hydrochloride (8.3 g) were added to a mixture of n-butyl alcohol (210 ml) and water (30 ml) and then the mixture was refluxed for 11 hours in a stream of nitrogen. In the course of the reaction, amounts of the above-mentioned acetal (2.1 g, 2.1 g and 4.2 g) were added to the mixture after 5 hours, 6 hours and 7 hours, respectively, from the beginning of the reaction, respectively. The re...